This data is from the Open Reaction Database (ORD), a public repository of structured organic reaction records. The task is: describe an organic reaction: reactants, conditions, products, and yield The reactants are FC1=C(C=CC(=C1)F)N1C=C(C(C2=CC(=C(C(=C12)F)F)F)=O)C(=O)O (1-(2,4-difluorophenyl)-6,7,8-trifluoro-1,4-dihydro-4-oxoquinoline-3-carboxylic acid), [N+](=O)([O-])[O-].[K+] (Potassium nitrate), ice water. Solvent: S(O)(O)(=O)=O (sulfuric acid). Conditions: temperature 60 celsius, time 8 hour. Product: FC1=C(C=C(C(=C1)F)[N+](=O)[O-])N1C=C(C(C2=CC(=C(C(=C12)F)F)F)=O)C(=O)O (1-(2,4-difluoro-5-nitrophenyl)-6,7,8-trifluoro-1,4-dihydro-4-oxoquinoline-3-carboxylic acid). Isolated yield 88.8%. RXN SMILES: [F:1][C:2]1[CH:7]=[C:6]([F:8])[CH:5]=[CH:4][C:3]=1[N:9]1[C:18]2[C:13](=[CH:14][C:15]([F:21])=[C:16]([F:20])[C:17]=2[F:19])[C:12](=[O:22])[C:11]([C:23]([OH:25])=[O:24])=[CH:10]1.[N+:26]([O-])([O-:28])=[O:27].[K+]>S(=O)(=O)(O)O>[F:1][C:2]1[CH:7]=[C:6]([F:8])[C:5]([N+:26]([O-:28])=[O:27])=[CH:4][C:3]=1[N:9]1[C:18]2[C:13](=[CH:14][C:15]([F:21])=[C:16]([F:20])[C:17]=2[F:19])[C:12](=[O:22])[C:11]([C:23]([OH:25])=[O:24])=[CH:10]1 |f:1.2|. Procedure: To 10 ml of conc. sulfuric acid was added 1.7 g of 1-(2,4-difluorophenyl)-6,7,8-trifluoro-1,4-dihydro-4-oxoquinoline-3-carboxylic acid. Potassium nitrate (1.5 g) was added in portions to the solution, which was heated at 60° C. and stirred overnight. The reaction solution was allowed to cool down, poured into ice water, and stirred overnight. The precipitated solid was collected by filtration and washed with water, ethanol and diethyl ether to give 1.7 g of the title compound. Starting materials: Cl (hydrochloric acid), BrC=1C=CC(=C(C1)C(C)=O)O (5′-bromo-2′-hydroxyacetophenone), BrC=1C=CC(=C(C1)C(C)=O)O (5′-bromo-2′-hydroxyacetophenone), [N+](=O)([O-])C1=CC=C(C(=O)Cl)C=C1 (4-nitrobenzoyl chloride). Solvent: N1=CC=CC=C1 (pyridine). Product: C(C)(=O)C1=C(C=CC(=C1)Br)OC(C1=CC=C(C=C1)[N+](=O)[O-])=O (4-nitrobenzoic acid 2-acetyl-4-bromophenyl ester). As a reaction SMILES: [Br:1][C:2]1[CH:3]=[CH:4][C:5]([OH:11])=[C:6]([C:8](=[O:10])[CH3:9])[CH:7]=1.[N+:12]([C:15]1[CH:23]=[CH:22][C:18]([C:19](Cl)=[O:20])=[CH:17][CH:16]=1)([O-:14])=[O:13].Cl>N1C=CC=CC=1>[C:8]([C:6]1[CH:7]=[C:2]([Br:1])[CH:3]=[CH:4][C:5]=1[O:11][C:19](=[O:20])[C:18]1[CH:17]=[CH:16][C:15]([N+:12]([O-:14])=[O:13])=[CH:23][CH:22]=1)(=[O:10])[CH3:9]. Procedure details: 5′-bromo-2′-hydroxyacetophenone (compound 1) (863 mg, 4.65 mmol) was added to a pyridine solution (20 ml) that contained 4-nitrobenzoyl chloride (1.00 g, 4.65 mmol) in an ice bath. The obtained mixture was reacted at room temperature for 30 minutes, and the reaction solution was then poured into 1 N hydrochloric acid under cooling on ice. The obtained mixture was intensively stirred. The obtained precipitate was collected by filtration, and the filtrate was then washed with purified water, so as... Starting materials: Cc1ncc(C(=O)O)c(-c2ccccc2)n1, O=C(NCC1CC2CC2N1)c1cccc2occc12. Product: Cc1ncc(C(=O)N2C(CNC(=O)c3cccc4occc34)CC3CC32)c(-c2ccccc2)n1. Reaction SMILES: [CH3:20][c:21]1[n:22][cH:23][c:24]([C:33](=[O:34])[OH:35])[c:25](-[c:27]2[cH:28][cH:29][cH:30][cH:31][cH:32]2)[n:26]1.[CH:1]12[NH:2][CH:3]([CH2:7][NH:8][C:9](=[O:10])[c:11]3[cH:12][cH:13][cH:14][c:15]4[c:16]3[cH:17][cH:18][o:19]4)[CH2:4][CH:5]1[CH2:6]2>>[CH:1]12[N:2]([C:33]([c:24]3[cH:23][n:22][c:21]([CH3:20])[n:26][c:25]3-[c:27]3[cH:28][cH:29][cH:30][cH:31][cH:32]3)=[O:34])[CH:3]([CH2:7][NH:8][C:9](=[O:10])[c:11]3[cH:12][cH:13][cH:14][c:15]4[c:16]3[cH:17][cH:18][o:19]4)[CH2:4][CH:5]1[CH2:6]2. Starting materials: C1(=CC=CC=C1)S(=O)(=O)N1C(=NC(=C1)C(=O)C1=CC(=C(C(=C1)OC)OC)OC)C=1C=C2C=C(N(C2=CC1)S(=O)(=O)C1=CC=CC=C1)C(C1=CC(=C(C(=C1)OC)OC)OC)=O ((1-(phenylsulfonyl)-2-(1-(phenylsulfonyl)-2-(3,4,5-trimethoxybenzoyl)-1H-indol-5-yl)-1H-imidazol-4-yl)(3,4,5-trimethoxyphenyl)methanone), [OH-].[Na+] (sodium hydroxide), O (water). Run in C(C)O (ethanol). Run at time 8 hour. Product: COC=1C=C(C(=O)C=2N=C(NC2)C=2C=C3C=C(NC3=CC2)C(=O)C2=CC(=C(C(=C2)OC)OC)OC)C=C(C1OC)OC ((5-(4-(3,4,5-Trimethoxybenzoyl)-1H-imidazol-2-yl)-1H-indol-2-yl)(3,4,5-trimethoxyphenyl)methanone). Yield: 30.0%. As a reaction SMILES: C1(S([N:10]2[CH:14]=[C:13]([C:15]([C:17]3[CH:22]=[C:21]([O:23][CH3:24])[C:20]([O:25][CH3:26])=[C:19]([O:27][CH3:28])[CH:18]=3)=[O:16])[N:12]=[C:11]2[C:29]2[CH:30]=[C:31]3[C:35](=[CH:36][CH:37]=2)[N:34](S(C2C=CC=CC=2)(=O)=O)[C:33]([C:47](=[O:60])[C:48]2[CH:53]=[C:52]([O:54][CH3:55])[C:51]([O:56][CH3:57])=[C:50]([O:58][CH3:59])[CH:49]=2)=[CH:32]3)(=O)=O)C=CC=CC=1.[OH-].[Na+].O>C(O)C>[CH3:24][O:23][C:21]1[CH:22]=[C:17]([CH:18]=[C:19]([O:27][CH3:28])[C:20]=1[O:25][CH3:26])[C:15]([C:13]1[N:12]=[C:11]([C:29]2[CH:30]=[C:31]3[C:35](=[CH:36][CH:37]=2)[NH:34][C:33]([C:47]([C:48]2[CH:49]=[C:50]([O:58][CH3:59])[C:51]([O:56][CH3:57])=[C:52]([O:54][CH3:55])[CH:53]=2)=[O:60])=[CH:32]3)[NH:10][CH:14]=1)=[O:16] |f:1.2|. Procedure details: To a solution of (1-(phenylsulfonyl)-2-(1-(phenylsulfonyl)-2-(3,4,5-trimethoxybenzoyl)-1H-indol-5-yl)-1H-imidazol-4-yl)(3,4,5-trimethoxyphenyl)methanone (16xaa) (1 mmol) in ethanol (20 mL) was added sodium hydroxide (10 equiv) and stirred overnight in darkness. The reaction mixture was diluted by 50 mL of water and extracted by ethyl acetate (250 mL). The organic layer was dried over magnesium sulfate and concentrated. The residue was purified by flash column chromatography (hexane:ethyl acetate... Procedure details: To a cooled (ice/water bath) solution of N-[(3-{[3-{[(5-chloro-2-thienyl)sulfonyl]amino}-4-(methyloxy)-1H-indazol-1-yl]methyl}phenyl)methyl]acetamide (for a preparation see Example 1) (30 mg, 0.06 mmol) in THF (1 mL) was added dropwise 2M lithium aluminium hydride in THF (0.074 mL, 0.149 mmol), and the suspension was stirred 10 min at 0° C. and then at room temperature for one hour. Reaction was quenched with 4 drops of water and then with aqueous solution of sodium hydroxide (2M, 0.5 mL). After... Yields the product COC1=C2C(=NN(C2=CC=C1)CC=1C=C(C=CC1)CNC(C)=O)NS(=O)(=O)C=1SC=CC1 (N-{[3-({4-(Methyloxy)-3-[(2-thienylsulfonyl)amino]-1H-indazol-1-yl}methyl)phenyl]methyl}acetamide). Reactants: ice water, ClC1=CC=C(S1)S(=O)(=O)NC1=NN(C2=CC=CC(=C12)OC)CC=1C=C(C=CC1)CNC(C)=O (N-[(3-{[3-{[(5-chloro-2-thienyl)sulfonyl]amino}-4-(methyloxy)-1H-indazol-1-yl]methyl}phenyl)methyl]acetamide), [H-].[Al+3].[Li+].[H-].[H-].[H-] (lithium aluminium hydride). The yield is 64.0%. As a reaction SMILES: Cl[C:2]1[S:6][C:5]([S:7]([NH:10][C:11]2[C:19]3[C:14](=[CH:15][CH:16]=[CH:17][C:18]=3[O:20][CH3:21])[N:13]([CH2:22][C:23]3[CH:24]=[C:25]([CH2:29][NH:30][C:31](=[O:33])[CH3:32])[CH:26]=[CH:27][CH:28]=3)[N:12]=2)(=[O:9])=[O:8])=[CH:4][CH:3]=1.[H-].[Al+3].[Li+].[H-].[H-].[H-]>C1COCC1>[CH3:21][O:20][C:18]1[CH:17]=[CH:16][CH:15]=[C:14]2[C:19]=1[C:11]([NH:10][S:7]([C:5]1[S:6][CH:2]=[CH:3][CH:4]=1)(=[O:8])=[O:9])=[N:12][N:13]2[CH2:22][C:23]1[CH:24]=[C:25]([CH2:29][NH:30][C:31](=[O:33])[CH3:32])[CH:26]=[CH:27][CH:28]=1 |f:1.2.3.4.5.6|. The solvent is C1CCOC1 (THF), C1CCOC1 (THF). Conditions: temperature 0 celsius, time 10 minute. Starting materials: ClC1=CC(=NC2=CC(=CC=C12)C)C#N (4-chloro-7-methylquinoline-2-carbonitrile), C1CC(=O)N(C1=O)Br (NBS), C(C1=CC=CC=C1)(=O)OOC(C1=CC=CC=C1)=O (benzoyl peroxide). Solvent: C(Cl)(Cl)(Cl)Cl (CCl4). Yields the product BrCC1=CC=C2C(=CC(=NC2=C1)C#N)Cl (7-(bromomethyl)-4-chloroquinoline-2-carbonitrile). Isolated yield 91.1%. Reaction SMILES: [Cl:1][C:2]1[C:11]2[C:6](=[CH:7][C:8]([CH3:12])=[CH:9][CH:10]=2)[N:5]=[C:4]([C:13]#[N:14])[CH:3]=1.C1C(=O)N([Br:22])C(=O)C1.C(OOC(=O)C1C=CC=CC=1)(=O)C1C=CC=CC=1>C(Cl)(Cl)(Cl)Cl>[Br:22][CH2:12][C:8]1[CH:7]=[C:6]2[C:11]([C:2]([Cl:1])=[CH:3][C:4]([C:13]#[N:14])=[N:5]2)=[CH:10][CH:9]=1. Procedure: To a solution of 4-chloro-7-methylquinoline-2-carbonitrile (6.66 g, 33 mmol) in CCl4 (160 mL) was added NBS (6.46 g, 36.3 mmol) and benzoyl peroxide (800 mg, 3.3 mmol). The mixture was heated under reflux overnight, cooled to room temperature and evaporated to dryness. The reaction mixture was purified by flash chromatography on silica gel (eluting solvent: dichloromethane/hexane, 9/1) to provide the title compound (8.46 g). 1HNMR (400 MHz, acetone-d6): δ 8.37 (d, 1H), 8.30 (s, 1H), 8.20 (s, 1H)... The product is COc1ccc(CNc2nc(CCC(=O)Cl)nc3sc4ccccc4c23)cc1Cl. Reaction SMILES: [Cl:1][c:2]1[cH:3][c:4]([CH2:5][NH:6][c:7]2[c:8]3[c:9]([n:10][c:11]([CH2:13][CH2:14][C:15](=[O:16])[OH:17])[n:12]2)[s:18][c:19]2[c:20]3[cH:21][cH:22][cH:23][cH:24]2)[cH:25][cH:26][c:27]1[O:28][CH3:29].[Cl:34][CH2:35][Cl:36].[S:30]([Cl:31])([Cl:32])=[O:33]>>[Cl:1][c:2]1[cH:3][c:4]([CH2:5][NH:6][c:7]2[c:8]3[c:9]([n:10][c:11]([CH2:13][CH2:14][C:15](=[O:16])[Cl:32])[n:12]2)[s:18][c:19]2[c:20]3[cH:21][cH:22][cH:23][cH:24]2)[cH:25][cH:26][c:27]1[O:28][CH3:29]. Starting materials: COc1ccc(CNc2nc(CCC(=O)O)nc3sc4ccccc4c23)cc1Cl, ClCCl, O=S(Cl)Cl. Reactants: BrC1=CC=NC2=CC=C(C=C12)C(=O)N(C)OC (4-bromo-N-methoxy-N-methylquinoline-6-carboxamide), C(=C\C1=CC=CC=C1)/B(O)O ((E)-styrylboronic acid), COC=1C=CC=C(C1C=2C=CC=CC2P(C3CCCCC3)C4CCCCC4)OC (SPhos), [O-]P(=O)([O-])[O-].[K+].[K+].[K+].O (K3PO4.H2O). The reagents and catalysts are CC(=O)[O-].CC(=O)[O-].[Pd+2] (Pd(OAc)2). Solvent: C1CCOC1 (THF), C(Cl)Cl (DCM), O (water). Reaction conditions: temperature 35 celsius. The product is CON(C(=O)C=1C=C2C(=CC=NC2=CC1)\C=C\C1=CC=CC=C1)C ((E)-N-methoxy-N-methyl-4-styrylquinoline-6-carboxamide). As a reaction SMILES: Br[C:2]1[C:11]2[C:6](=[CH:7][CH:8]=[C:9]([C:12]([N:14]([O:16][CH3:17])[CH3:15])=[O:13])[CH:10]=2)[N:5]=[CH:4][CH:3]=1.[CH:18](/B(O)O)=[CH:19]\[C:20]1[CH:25]=[CH:24][CH:23]=[CH:22][CH:21]=1.COC1C=CC=C(OC)C=1C1C=CC=CC=1P(C1CCCCC1)C1CCCCC1.[O-]P([O-])([O-])=O.[K+].[K+].[K+].O>C1COCC1.C(Cl)Cl.O.CC([O-])=O.CC([O-])=O.[Pd+2]>[CH3:17][O:16][N:14]([CH3:15])[C:12]([C:9]1[CH:10]=[C:11]2[C:6](=[CH:7][CH:8]=1)[N:5]=[CH:4][CH:3]=[C:2]2/[CH:18]=[CH:19]/[C:20]1[CH:25]=[CH:24][CH:23]=[CH:22][CH:21]=1)=[O:13] |f:3.4.5.6.7,11.12.13|. Procedure details: A mixture of 4-bromo-N-methoxy-N-methylquinoline-6-carboxamide (155 mg, 0.525 mmol), (E)-styrylboronic acid (155 mg, 1.05 mmol), Pd(OAc)2 (11.8 mg, 0.053 mmol), SPhos (43 mg, 0.105 mmol) and K3PO4.H2O (334 mg, 1.58 mmol) in anhydrous THF (5 mL) was heated at 35° C. overnight. The reaction was diluted with DCM and water. The organics were washed with water and concentrated. The resulting residue was purified by silica column chromatography (40-55% EtOAc/hexanes) to yield (E)-N-methoxy-N-methyl-4-... Reactants: NC1CN(CC1)C1=C(C=C2C(C(=C3N(C2=C1)C(S3)C)C(=O)O)=O)F (7-(3-amino-1-pyrrolidinyl)-6-fluoro-1-methyl-4-oxo-1H,4H-[1,3]thiazeto[3,2-a]quinoline-3-carboxylic acid), II (iodine), ClS(=O)(=O)O (chlorosulfonic acid). Product: NC1CN(CC1)C1=C(C=C2C(C(=C3N(C2=C1Cl)C(S3)C)C(=O)O)=O)F (7-(3-Amino-1-pyrrolidinyl)-8-chloro-6-fluoro-1-methyl-4-oxo-1H,4H-[1,3]thiazeto[3,2-a]quinoline-3-carboxylic acid). Reaction SMILES: [NH2:1][CH:2]1[CH2:6][CH2:5][N:4]([C:7]2[CH:16]=[C:15]3[C:10]([C:11](=[O:23])[C:12]([C:20]([OH:22])=[O:21])=[C:13]4[S:18][CH:17]([CH3:19])[N:14]43)=[CH:9][C:8]=2[F:24])[CH2:3]1.II.[Cl:27]S(O)(=O)=O>>[NH2:1][CH:2]1[CH2:6][CH2:5][N:4]([C:7]2[C:16]([Cl:27])=[C:15]3[C:10]([C:11](=[O:23])[C:12]([C:20]([OH:22])=[O:21])=[C:13]4[S:18][CH:17]([CH3:19])[N:14]43)=[CH:9][C:8]=2[F:24])[CH2:3]1. Procedure details: To a solution of 1.80 g of 7-(3-amino-1-pyrrolidinyl)-6-fluoro-1-methyl-4-oxo-1H,4H-[1,3]thiazeto[3,2-a]quinoline-3-carboxylic acid in 10 ml of chlorosulfonic acid, a trace of iodine was added, and the mixture was bubbled with chlorine gas for 3.5 hours under ice-cooling with stirring. The reaction mixture was poured into ice-water and neutralized to pH 8 with 10% aqueous sodium hydroxide. The precipitate obtained was collected by filtration and converted to the methanesulfonate. The salt was di... Reactants: N[C@H](C(=O)N1[C@@H](CCC1)C=1NC(=CN1)C1=CC=C(C=C1)Br)C(C)C ((S)-2-amino-1-((S)-2-(5-(4-bromophenyl)-1H-imidazol-2-yl)pyrrolidin-1-yl)-3-methylbutan-1-one), C(OCC1C2=CC=CC=C2C=2C=CC=CC12)(=O)N=C=S (O-(9H-fluoren-9-yl)methyl carbonisothiocyanatidate), N1CCCCC1 (Piperidine), N1CCCCC1 (piperidine). Solvent: C(Cl)Cl (CH2Cl2). Reaction conditions: time 12 hour. The product is BrC1=CC=C(C=C1)C1=CN=C(N1)[C@H]1N(CCC1)C([C@H](C(C)C)NC(=S)N)=O (1-((S)-1-((S)-2-(5-(4-bromophenyl)-1H-imidazol-2-yl)pyrrolidin-1-yl)-3-methyl-1-oxobutan-2-yl)thiourea), glass. The yield is 74.0%. RXN SMILES: [NH2:1][C@@H:2]([CH:22]([CH3:24])[CH3:23])[C:3]([N:5]1[CH2:9][CH2:8][CH2:7][C@H:6]1[C:10]1[NH:11][C:12]([C:15]2[CH:20]=[CH:19][C:18]([Br:21])=[CH:17][CH:16]=2)=[CH:13][N:14]=1)=[O:4].C([N:42]=[C:43]=[S:44])(=O)OCC1C2C=CC=CC=2C2C1=CC=CC=2.N1CCCCC1>C(Cl)Cl>[Br:21][C:18]1[CH:17]=[CH:16][C:15]([C:12]2[NH:11][C:10]([C@@H:6]3[CH2:7][CH2:8][CH2:9][N:5]3[C:3](=[O:4])[C@@H:2]([NH:1][C:43]([NH2:42])=[S:44])[CH:22]([CH3:24])[CH3:23])=[N:14][CH:13]=2)=[CH:20][CH:19]=1. Procedure: To a solution of (S)-2-amino-1-((S)-2-(5-(4-bromophenyl)-1H-imidazol-2-yl)pyrrolidin-1-yl)-3-methylbutan-1-one (1.530 g, 3.91 mmol) in CH2Cl2 (10 mL) was added O-(9H-fluoren-9-yl)methyl carbonisothiocyanatidate (1.100 g, 3.91 mmol) as a solid in one portion. The mixture was allowed to stir at room temperature for 12 h. Piperidine (2 mL) was added to the mixture and it was allowed to stir at room temperature for 1 h. A further portion of piperidine (2 mL) was added and the solution allowed to sti...